From a dataset of the Open Reaction Database (ORD), a public repository of structured organic reaction records. describe an organic reaction: reactants, conditions, products, and yield The reactants are C=O (paraformaldehyde), C(#C)C1=CCCCC1 (1-Ethynylcyclohexene), C(CCC)[Li] (butyl lithium). Product: alkynyl alcohols, C1(=CCCCC1)C#CCO (3-Cyclohexenyl-2-propyn-1-ol). Yield: 82.0%. Reaction SMILES: [C:1]([C:3]1[CH2:8][CH2:7][CH2:6][CH2:5][CH:4]=1)#[CH:2].C([Li])CCC.[CH2:14]=[O:15]>>[C:3]1([C:1]#[C:2][CH2:14][OH:15])[CH2:8][CH2:7][CH2:6][CH2:5][CH:4]=1. Procedure: First, the appropriate alkynyl alcohols are synthesized. To produce the particular compositions disclosed herein, 1-Ethynylcyclohexene, for example, is deprotonated with butyl lithium and then condensed with paraformaldehyde (Brandsma and Verkruijsse). By this process, 3-Cyclohexenyl-2-propyn-1-ol was produced in 82% yield (Baudouy, et al.). This compound had been reported previously without complete spectroscopic data (Baudouy). 1-Ethynylcyclohexene (3.00 g, 28.6 mmol) was dissolved in diethyl ... Starting materials: O1CCOCC1.O (dioxane water), solution, C(=O)(O)CCCNC(=O)C=1N=C(SC1)C(CC(C(C)C)N(C(C(C(CC)C)NC(=O)C1N(CCCC1)C)=O)COC(CC(C)C)=O)O (3-methyl-butyric acid ((1-{2-[4-(3-carboxy-propylcarbamoyl)-thiazol-2-yl]-2-hydroxy-ethyl}-2-methyl-propyl)-{3-methyl-2-[(1-methyl-piperidine-2-carbonyl)-amino]-pentanoyl}-amino)-methyl ester), C(C)(=O)OC(C)=O (acetic anhydride). The solvent is N1=CC=CC=C1 (pyridine). Reaction conditions: time 24 hour. Product: C(C)(=O)OC(CC(C(C)C)N(C(C(C(CC)C)NC(=O)C1N(CCCC1)C)=O)COC(CC(C)C)=O)C=1SC=C(N1)C(NCCCC(=O)O)=O (3-Methyl-butyric acid ((1-{2-acetoxy-2-[4-(3-carboxy-propylcarbamoyl)-thiazol-2-yl]-ethyl}-2-methyl-propyl)-{3-methyl-2-[(1-methyl-piperidine-2-carbonyl)-amino]-pentanoyl}-amino)-methyl ester). Isolated yield 81.6%. Reaction SMILES: [C:1]([CH2:4][CH2:5][CH2:6][NH:7][C:8]([C:10]1[N:11]=[C:12]([CH:15]([OH:47])[CH2:16][CH:17]([N:21]([CH2:39][O:40][C:41](=[O:46])[CH2:42][CH:43]([CH3:45])[CH3:44])[C:22](=[O:38])[CH:23]([NH:28][C:29]([CH:31]2[CH2:36][CH2:35][CH2:34][CH2:33][N:32]2[CH3:37])=[O:30])[CH:24]([CH3:27])[CH2:25][CH3:26])[CH:18]([CH3:20])[CH3:19])[S:13][CH:14]=1)=[O:9])([OH:3])=[O:2].[C:48](OC(=O)C)(=[O:50])[CH3:49].O1CCOCC1.O>N1C=CC=CC=1>[C:48]([O:47][CH:15]([C:12]1[S:13][CH:14]=[C:10]([C:8](=[O:9])[NH:7][CH2:6][CH2:5][CH2:4][C:1]([OH:3])=[O:2])[N:11]=1)[CH2:16][CH:17]([N:21]([CH2:39][O:40][C:41](=[O:46])[CH2:42][CH:43]([CH3:45])[CH3:44])[C:22](=[O:38])[CH:23]([NH:28][C:29]([CH:31]1[CH2:36][CH2:35][CH2:34][CH2:33][N:32]1[CH3:37])=[O:30])[CH:24]([CH3:27])[CH2:25][CH3:26])[CH:18]([CH3:20])[CH3:19])(=[O:50])[CH3:49] |f:2.3|. Reported procedure: A 0.10 M solution of 13b (15.0 mg, 0.0220 mmol) in pyridine (0.220 mL) was cooled to 0° C., and acetic anhydride (10.4 μL, 0.110 mmol) was added. The reaction mixture was allowed to warm to rt over 2 h and was stirred at rt for 24 h. The reaction mixture was then cooled to 0° C., and a 1:1 mixture of dioxane/water (0.630 mL) was added. The mixture was allowed to warm to rt and was stirred for 12 h at rt. The solvent was removed under reduced pressure. Column chromatography (100:0 to 90:10 CH2Cl2...